Dataset: the Open Reaction Database (ORD), a public repository of structured organic reaction records. Task: describe an organic reaction: reactants, conditions, products, and yield Starting materials: NC(C(=O)OCC)=C1NC2=C(C(N(C1)C)=O)C=CC=C2 (ethyl α-amino-1,3,4,5-tetrahydro-4-methyl-5-oxo-2H-1,4-benzodiazepin-2-ylidene-acetate), C=O (formaldehyde). Solvent: C(Cl)Cl (methylene chloride). Run at time 2 hour. The product is CN1CC=2N(C3=C(C1=O)C=CC=C3)C=NC2C(=O)OCC (ethyl 5,6-dihydro-5-methyl-6-oxo-4H-imidazo[1,5-a][1,4]benzodiazepine-3-carboxylate). Reaction SMILES: [NH2:1][C:2](=[C:8]1[CH2:14][N:13]([CH3:15])[C:12](=[O:16])[C:11]2[CH:17]=[CH:18][CH:19]=[CH:20][C:10]=2[NH:9]1)[C:3]([O:5][CH2:6][CH3:7])=[O:4].[CH2:21]=O>C(Cl)Cl>[CH3:15][N:13]1[C:12](=[O:16])[C:11]2[CH:17]=[CH:18][CH:19]=[CH:20][C:10]=2[N:9]2[CH:21]=[N:1][C:2]([C:3]([O:5][CH2:6][CH3:7])=[O:4])=[C:8]2[CH2:14]1. Procedure: 1.0 g of ethyl α-amino-1,3,4,5-tetrahydro-4-methyl-5-oxo-2H-1,4-benzodiazepin-2-ylidene-acetate are dissolved in 20 ml of methylene chloride, treated with 0.65 ml of 37 percent aqueous formaldehyde solution and stirred in the presence of air at room temperature for 2 hours. The solution is subsequently washed twice with 10 ml of water each time. The organic phase is separated, dried and decolourised with active carbon. After filtration of the carbon, the filtrate is evaporated in vacuo and the r... The reactants are C(C)(C)(C)OC(NC1=C(C=C(C=C1)I)[N+](=O)[O-])=O ((4-Iodo-2-nitro-phenyl)-carbamic acid tert.-butyl ester), B1(OC(C(O1)(C)C)(C)C)B2OC(C(O2)(C)C)(C)C (bis(pinacolato)diboron), BrC1=CC=C(C=C1)C1=CC=CC=C1 (4-bromobiphenyl). The product is C(C)(C)(C)OC(NC1=C(C=C(C=C1)C1=CC=C(C=C1)C1=CC=CC=C1)[N+](=O)[O-])=O ((3″-Nitro-[1,1′;4′,1″]terphenyl-4″-yl)-carbamic acid tert.-butyl ester). As a reaction SMILES: [C:1]([O:5][C:6](=[O:18])[NH:7][C:8]1[CH:13]=[CH:12][C:11](I)=[CH:10][C:9]=1[N+:15]([O-:17])=[O:16])([CH3:4])([CH3:3])[CH3:2].B1(B2OC(C)(C)C(C)(C)O2)OC(C)(C)C(C)(C)O1.Br[C:38]1[CH:43]=[CH:42][C:41]([C:44]2[CH:49]=[CH:48][CH:47]=[CH:46][CH:45]=2)=[CH:40][CH:39]=1>>[C:1]([O:5][C:6](=[O:18])[NH:7][C:8]1[CH:13]=[CH:12][C:11]([C:47]2[CH:48]=[CH:49][C:44]([C:41]3[CH:42]=[CH:43][CH:38]=[CH:39][CH:40]=3)=[CH:45][CH:46]=2)=[CH:10][C:9]=1[N+:15]([O-:17])=[O:16])([CH3:4])([CH3:3])[CH3:2]. Procedure details: Prepared from (4-iodo-2-nitro-phenyl)-carbamic acid tert.-butyl ester (Example A1), bis(pinacolato)diboron and 4-bromobiphenyl according to the general procedure C. Obtained as a yellow solid (1.29 g). The reactants are C(C)(C)(C)OC(CN1N=C(C=2C1=NC=CC2)C(NO)=N)=O ([3-(N-Hydroxycarbamimidoyl)-pyrazolo[3,4-b]pyridin-1-yl]-acetic acid tert-butyl ester), CC(=O)OC(=O)C (Ac2O), resultant mixture, initial suspension. Reagents/catalysts: [Pd] (Pd/C). Run in CC(=O)O (AcOH). The product is C(C)(C)(C)OC(CN1N=C(C=2C1=NC=CC2)C(N)=N)=O ((3-amidino-pyrazolo[3,4-b]pyridin-1-yl)-acetic acid tert-butyl ester). As a reaction SMILES: [C:1]([O:5][C:6](=[O:21])[CH2:7][N:8]1[C:12]2=[N:13][CH:14]=[CH:15][CH:16]=[C:11]2[C:10]([C:17](=[NH:20])[NH:18]O)=[N:9]1)([CH3:4])([CH3:3])[CH3:2].CC(OC(C)=O)=O>[Pd].CC(O)=O>[C:1]([O:5][C:6](=[O:21])[CH2:7][N:8]1[C:12]2=[N:13][CH:14]=[CH:15][CH:16]=[C:11]2[C:10]([C:17](=[NH:18])[NH2:20])=[N:9]1)([CH3:4])([CH3:2])[CH3:3]. Procedure details: [3-(N-Hydroxycarbamimidoyl)-pyrazolo[3,4-b]pyridin-1-yl]-acetic acid tert-butyl ester (6.17 g) in a 100 mL vial was charged with AcOH (45 mL) and Ac2O (4.3 mL). The resultant mixture was stirred at room temperature for 1 h at this time the initial suspension became a clear solution. To this solution was added Pd/C (10%, 900 mg) and stirred under 1 atm H2 balloon, and resultant mixture was stirred over night at room temperature. Filtration from celite washed with DCM/MeOH and evaporation gave (3-... Reported procedure: In close analogy to the procedure described in Example 1, 6-chloro-pyrazolo[1,5-a]pyrimidine-2-carboxylic acid is reacted with 7-Methoxy-1-methyl-1,2,3,4-tetrahydro-isoquinoline to provide the title compound in moderate yield. Reaction SMILES: [Cl:1][C:2]1[CH:3]=[N:4][C:5]2[N:6]([N:8]=[C:9]([C:11]([OH:13])=O)[CH:10]=2)[CH:7]=1.[CH3:14][O:15][C:16]1[CH:25]=[C:24]2[C:19]([CH2:20][CH2:21][NH:22][CH:23]2[CH3:26])=[CH:18][CH:17]=1>>[Cl:1][C:2]1[CH:3]=[N:4][C:5]2[N:6]([N:8]=[C:9]([C:11]([N:22]3[CH2:21][CH2:20][C:19]4[C:24](=[CH:25][C:16]([O:15][CH3:14])=[CH:17][CH:18]=4)[CH:23]3[CH3:26])=[O:13])[CH:10]=2)[CH:7]=1. Starting materials: ClC=1C=NC=2N(C1)N=C(C2)C(=O)O (6-chloro-pyrazolo[1,5-a]pyrimidine-2-carboxylic acid), COC1=CC=C2CCNC(C2=C1)C (7-Methoxy-1-methyl-1,2,3,4-tetrahydro-isoquinoline). Yields the product ClC=1C=NC=2N(C1)N=C(C2)C(=O)N2C(C1=CC(=CC=C1CC2)OC)C ((6-Chloro-pyrazolo[1,5-a]pyrimidin-2-yl)-(7-methoxy-1-methyl-3,4-dihydro-1H-isoquinolin-2-yl)-methanone). Reactants: C(C1=CC=CC=C1)N1C(CCCC1)=O (benzylpiperidone), NC1=CC=CC=C1 (aniline). The reagents and catalysts are C1(=CC=C(C=C1)S(=O)(=O)O)C (p-toluene sulfonic acid). Solvent: C1(=CC=CC=C1)C (toluene). Yields the product C(C1=CC=CC=C1)N1CCC(CC1)=NC1=CC=CC=C1 (N-(1-benzyl-4-piperidylidene)aniline). Isolated yield 64.8%. Reaction SMILES: [CH2:1]([N:8]1[CH2:13][CH2:12][CH2:11][CH2:10][C:9]1=O)[C:2]1[CH:7]=[CH:6][CH:5]=[CH:4][CH:3]=1.[NH2:15][C:16]1[CH:21]=[CH:20][CH:19]=[CH:18][CH:17]=1>C1(C)C=CC(S(O)(=O)=O)=CC=1.C1(C)C=CC=CC=1>[CH2:1]([N:8]1[CH2:13][CH2:12][C:11](=[N:15][C:16]2[CH:21]=[CH:20][CH:19]=[CH:18][CH:17]=2)[CH2:10][CH2:9]1)[C:2]1[CH:7]=[CH:6][CH:5]=[CH:4][CH:3]=1. Reported procedure: A 1000 ml round bottom flask affixed with a stirring bar, a Dean-Stark trap and a condenser was charged with 101.6 g of benzylpiperidone, 500 ml of toluene, 50 g of aniline and 500 mg of p-toluene sulfonic acid. The mixture was refluxed overnight. After removal of the solvent, the reaction mixture was poured into 600 ml of isopropyl ether. The resulting solution was filtered, and the filtrate concentrated and then vacuum distilled at 185°-190° C., 1.25 torr to obtain 91.9 g (about 65% yield) of ... The reactants are C(=O)(Cl)Cl (Phosgene), N[C@@H](CC1=CC=CC=C1)CO ((S)-phenylalaninol), [OH-].[Na+] (sodium hydroxide), CO (methanol). Run in C(C)(=O)OCC (ethyl acetate), CCCCCC (hexane), C1(=CC=CC=C1)C (toluene), C(Cl)(Cl)Cl (chloroform), C1(=CC=CC=C1)C (toluene). Reaction conditions: time 30 minute. Product: C1(=CC=CC=C1)C[C@@H]1NC(OC1)=O ((S)-4-(Phenylmethyl)-2-oxazolidinone), crystals. Isolated yield 86.0%. As a reaction SMILES: [C:1](Cl)(Cl)=[O:2].[NH2:5][C@H:6]([CH2:14][OH:15])[CH2:7][C:8]1[CH:13]=[CH:12][CH:11]=[CH:10][CH:9]=1.[OH-].[Na+].CO>C1(C)C=CC=CC=1.C(OCC)(=O)C.CCCCCC.C(Cl)(Cl)Cl>[C:8]1([CH2:7][C@H:6]2[CH2:14][O:15][C:1](=[O:2])[NH:5]2)[CH:13]=[CH:12][CH:11]=[CH:10][CH:9]=1 |f:2.3|. Procedure: The following experiment was done in a fume hood. Phosgene ("ca" 150 mL) in toluene (200 mL) was added dropwise over 1 h to a mechanically stirred mixture of (S)-phenylalaninol, prepared as described above, (79.1 g, 0.52 mol), toluene (900 mL), and aqueous sodium hydroxide (12.5% w/v, 1300 mL) that was cooled in an ice-bath. The reaction was monitored by TLC (silica, 1:19 methanol--chloroform) and found to be complete 30 min after the end of the addition. The cooling-bath was removed and the mix...